Dataset: the Open Reaction Database (ORD), a public repository of structured organic reaction records. Task: describe an organic reaction: reactants, conditions, products, and yield Starting materials: [Cl-].COC[P+](C1=CC=CC=C1)(C1=CC=CC=C1)C1=CC=CC=C1 (methoxymethyltriphenyl phosphonium chloride), C(CC=C)[C@@H]1CC[C@H](CC1)[C@@H]1CC[C@H](CC1)C=O (trans-4-(trans-4-(3-_butenyl)cyclohexyl)cyclohexane carbaldehyde), CC(C)(C)[O-].[K+] (t-BuOK). Solvent: C1CCOC1 (THF), C1CCOC1 (THF). Reaction conditions: temperature -50 celsius, time 1 hour. Yields the product COC=C[C@@H]1CC[C@H](CC1)[C@@H]1CC[C@H](CC1)CCC=C (1-(2-methoxyethenyl)-trans-4- (trans-4-(3-butenyl) cyclohexyl) cyclohexane). The yield is 39.1%. Reaction SMILES: [Cl-].[CH3:2][O:3][CH2:4][P+](C1C=CC=CC=1)(C1C=CC=CC=1)C1C=CC=CC=1.CC([O-])(C)C.[K+].[CH2:30]([C@H:34]1[CH2:39][CH2:38][C@H:37]([C@H:40]2[CH2:45][CH2:44][C@H:43]([CH:46]=O)[CH2:42][CH2:41]2)[CH2:36][CH2:35]1)[CH2:31][CH:32]=[CH2:33]>C1COCC1>[CH3:2][O:3][CH:4]=[CH:46][C@H:43]1[CH2:42][CH2:41][C@H:40]([C@H:37]2[CH2:36][CH2:35][C@H:34]([CH2:30][CH2:31][CH:32]=[CH2:33])[CH2:39][CH2:38]2)[CH2:45][CH2:44]1 |f:0.1,2.3|. Procedure: A mixture of 66.4 g (193.7 mmol) of methoxymethyltriphenyl phosphonium chloride and 600 ml of THF was cooled to −50° C. under a gas stream of nitrogen. To the mixture, 20.1 g (179.1 mmol) of t-BuOK was added and stirred for 1 hour. To the mixture, a solution of 37.0 g (148.9 mmol) of trans-4-(trans-4-(3-_butenyl)cyclohexyl)cyclohexane carbaldehyde in 400 ml of THF was added dropwise with maintaining the temperature below −50° C. After dropwise addition, the reaction temperature was increased gra... As a reaction SMILES: [CH3:9][CH:10]([CH3:11])[NH2:12].[CH:1](=[O:2])[c:3]1[cH:4][cH:5][cH:6][cH:7][cH:8]1.[O:22]=[CH:23][N:24]([CH3:25])[CH3:26].[OH2:27].[SH:13][CH:14]([C:15](=[O:16])[OH:17])[CH2:18][C:19](=[O:20])[OH:21]>>[CH:1]1([c:3]2[cH:4][cH:5][cH:6][cH:7][cH:8]2)[N:12]([CH:10]([CH3:9])[CH3:11])[C:15](=[O:16])[CH:14]([CH2:18][C:19](=[O:20])[OH:21])[S:13]1. The product is CC(C)N1C(=O)C(CC(=O)O)SC1c1ccccc1. Starting materials: CC(C)N, O=Cc1ccccc1, CN(C)C=O, O, O=C(O)CC(S)C(=O)O. Starting materials: C(C1=CC=CC=C1)N1C[C@H]([C@@H](C1)[N+](=O)[O-])C(F)F (trans-1-benzyl-3-(difluoromethyl)-4-nitropyrrolidine), Pd (OH)2. Yields the product FC([C@H]1[C@@H](CNC1)N)F (trans-4-(difluoromethyl)pyrrolidin-3-amine). Reported procedure: A mixture of trans-1-benzyl-3-(difluoromethyl)-4-nitropyrrolidine (25 g, 0.097 mol) and Pd (OH)2/C (4 g) in MeOH (200 mL) was placed under a hydrogen atmosphere (50 psi) at rt overnight. The mixture was filtered to yield trans-4-(difluoromethyl)pyrrolidin-3-amine in solution. Boc2O was added at 0° C. and the resulting mixture was stirred at 0° C. for 4 hrs, then concentrated and purified by column chromatography (100% EtOAc) to give the title compound (14 g, 61% yield) as a yellow oil. Solvent: CO (MeOH). Reaction SMILES: C([N:8]1[CH2:12][C@@H:11]([N+:13]([O-])=O)[C@H:10]([CH:16]([F:18])[F:17])[CH2:9]1)C1C=CC=CC=1>CO>[F:17][CH:16]([F:18])[C@@H:10]1[CH2:9][NH:8][CH2:12][C@H:11]1[NH2:13]. The reactants are CCN(CC)C(=O)Oc1ccc(OC)cc1 (substrate), CC(C)C[Al](CC(C)C)c1ccccc1 (effective_coupling_partner). Reagents/catalysts: PCy3. Run at temperature 70 celsius, time 24 hour. The product is COc2ccc(c1ccccc1)cc2. The reactants are O=C1CCC(=O)N1Br, CCc1cccc(CCCO)c1, ClCCl, c1ccc(P(c2ccccc2)c2ccccc2)cc1. The product is CCc1cccc(CCCBr)c1. As a reaction SMILES: [Br:32][N:33]1[C:34](=[O:35])[CH2:36][CH2:37][C:38]1=[O:39].[CH2:1]([CH3:2])[c:3]1[cH:4][c:5]([CH2:9][CH2:10][CH2:11][OH:12])[cH:6][cH:7][cH:8]1.[CH2:40]([Cl:41])[Cl:42].[c:13]1([P:14]([c:15]2[cH:16][cH:17][cH:18][cH:19][cH:20]2)[c:21]2[cH:22][cH:23][cH:24][cH:25][cH:26]2)[cH:27][cH:28][cH:29][cH:30][cH:31]1>>[CH2:1]([CH3:2])[c:3]1[cH:4][c:5]([CH2:9][CH2:10][CH2:11][Br:32])[cH:6][cH:7][cH:8]1.